From a dataset of the Open Reaction Database (ORD), a public repository of structured organic reaction records. describe an organic reaction: reactants, conditions, products, and yield Reactants: COC(=O)C1(N(C(=O)Cc2c(C)cc(C)cc2C)N(C)C)CCN(N(C)C)CC1, CC(C)(C)[O-], CN(C)C=O, Cl, [K+], [NH4+], [OH-]. The product is Cc1cc(C)c(C2C(=O)N(N(C)C)C3(CCN(N(C)C)CC3)C2=O)c(C)c1. RXN SMILES: [CH3:1][O:2][C:3](=[O:4])[C:5]1([N:14]([N:15]([CH3:16])[CH3:17])[C:18]([CH2:19][c:20]2[c:21]([CH3:28])[cH:22][c:23]([CH3:27])[cH:24][c:25]2[CH3:26])=[O:29])[CH2:6][CH2:7][N:8]([N:11]([CH3:12])[CH3:13])[CH2:9][CH2:10]1.[CH3:30][C:31]([CH3:32])([O-:33])[CH3:34].[CH3:39][N:40]([CH3:41])[CH:42]=[O:43].[ClH:38].[K+:35].[NH4+:36].[OH-:37]>>[O:2]=[C:3]1[C:5]2([CH2:6][CH2:7][N:8]([N:11]([CH3:12])[CH3:13])[CH2:9][CH2:10]2)[N:14]([N:15]([CH3:16])[CH3:17])[C:18](=[O:29])[CH:19]1[c:20]1[c:21]([CH3:28])[cH:22][c:23]([CH3:27])[cH:24][c:25]1[CH3:26].